Dataset: the Open Reaction Database (ORD), a public repository of structured organic reaction records. Task: describe an organic reaction: reactants, conditions, products, and yield The product is Cl.Cl.ClC=1C=C(NC2=NC=NC3=CC(=C(C=C23)OC)OC)C=CC1C(=O)C1=NC=CC=C1 (4-[3-chloro-4-(2-pyridylcarbonyl)anilino]-6,7-dimethoxyquinazoline dihydrochloride salt). Reaction SMILES: [N:1]1[CH:6]=[CH:5][CH:4]=[CH:3][C:2]=1[C:7]([C:9]1[CH:14]=[CH:13][C:12]([NH2:15])=[CH:11][C:10]=1[Cl:16])=[O:8].Cl.[Cl:18][C:19]1[C:28]2[C:23](=[CH:24][C:25]([O:31][CH3:32])=[C:26]([O:29][CH3:30])[CH:27]=2)[N:22]=[CH:21][N:20]=1>>[ClH:16].[ClH:18].[Cl:16][C:10]1[CH:11]=[C:12]([CH:13]=[CH:14][C:9]=1[C:7]([C:2]1[CH:3]=[CH:4][CH:5]=[CH:6][N:1]=1)=[O:8])[NH:15][C:19]1[C:28]2[C:23](=[CH:24][C:25]([O:31][CH3:32])=[C:26]([O:29][CH3:30])[CH:27]=2)[N:22]=[CH:21][N:20]=1 |f:1.2,3.4.5|. Reported procedure: Using an analogous procedure to that described in Example 1, 4-amino-2-chlorophenyl 2-pyridyl ketone was reacted with 4-chloro-6,7-dimethoxyquinazoline hydrochloride to give 4-[3-chloro-4-(2-pyridylcarbonyl)anilino]-6,7-dimethoxyquinazoline dihydrochloride salt in 45% yield, m.p. 255°-258° C.; Yield: 45.0%. Starting materials: N1=C(C=CC=C1)C(=O)C1=C(C=C(C=C1)N)Cl (4-amino-2-chlorophenyl 2-pyridyl ketone), Cl.ClC1=NC=NC2=CC(=C(C=C12)OC)OC (4-chloro-6,7-dimethoxyquinazoline hydrochloride). Reactants: NC=1C(=NC(=NC1NC1CCOCC1)N1C=NC2=C1C=C(C=C2)F)C(=O)OCC (ethyl 5-amino-2-(6-fluoro-1H-benzo[d]imidazol-1-yl)-6-(tetrahydro-2H-pyran-4-ylamino)pyrimidine-4-carboxylate), C(=O)(C=1NC=CN1)C=1NC=CN1 (carbonyl diimidazole). Run in C1CCOC1 (THF). Run at temperature 60 celsius, time 48 hour. The product is FC=1C=CC2=C(N(C=N2)C2=NC(=C3NC(N(C3=N2)C2CCOCC2)=O)C(=O)OCC)C1 (Ethyl 2-(6-fluoro-1H-benzo[d]imidazol-1-yl)-8-oxo-9-(tetrahydro-2H-pyran-4-yl)-8,9-dihydro-7H-purine-6-carboxylate). Isolated yield 70.4%. RXN SMILES: [NH2:1][C:2]1[C:3]([C:25]([O:27][CH2:28][CH3:29])=[O:26])=[N:4][C:5]([N:15]2[C:19]3[CH:20]=[C:21]([F:24])[CH:22]=[CH:23][C:18]=3[N:17]=[CH:16]2)=[N:6][C:7]=1[NH:8][CH:9]1[CH2:14][CH2:13][O:12][CH2:11][CH2:10]1.[C:30](C1NC=CN=1)(C1NC=CN=1)=[O:31]>C1COCC1>[F:24][C:21]1[CH:22]=[CH:23][C:18]2[N:17]=[CH:16][N:15]([C:5]3[N:6]=[C:7]4[C:2]([NH:1][C:30](=[O:31])[N:8]4[CH:9]4[CH2:10][CH2:11][O:12][CH2:13][CH2:14]4)=[C:3]([C:25]([O:27][CH2:28][CH3:29])=[O:26])[N:4]=3)[C:19]=2[CH:20]=1. Procedure details: To a solution of ethyl 5-amino-2-(6-fluoro-1H-benzo[d]imidazol-1-yl)-6-(tetrahydro-2H-pyran-4-ylamino)pyrimidine-4-carboxylate (800 mg, 2.0 mmol) in dry THF (10 mL) was added carbonyl diimidazole (2.0 g) and the mixture was stirred at 60° C. for 48 h in a sealed tube. The solvent was evaporated and water (25 mL) was added to the residue. Filtration and drying of the white solid gave 600 mg (51% yield) of desired product. 1H NMR (400 MHz, DMSO-d6) δ, ppm: 11.89 (s, 1H), 9.09 (s, 1H), 8.84 (dd, J=...